This data is from the Open Reaction Database (ORD), a public repository of structured organic reaction records. The task is: describe an organic reaction: reactants, conditions, products, and yield Reactants: CCCCNCCc1ccc(C#N)cc1, CCOC(C)=O, CN(C)C=O, CCN(C(C)C)C(C)C, Clc1nc2ccccc2o1. Product: CCCCN(CCc1ccc(C#N)cc1)c1nc2ccccc2o1. Reaction SMILES: [CH2:1]([CH2:2][CH2:3][CH3:4])[NH:5][CH2:6][CH2:7][c:8]1[cH:9][cH:10][c:11]([C:12]#[N:13])[cH:14][cH:15]1.[CH3:35][CH2:36][O:37][C:38](=[O:39])[CH3:40].[CH3:41][N:42]([CH3:43])[CH:44]=[O:45].[CH:26]([N:27]([CH2:28][CH3:29])[CH:30]([CH3:31])[CH3:32])([CH3:33])[CH3:34].[Cl:16][c:17]1[o:18][c:19]2[c:20]([n:21]1)[cH:22][cH:23][cH:24][cH:25]2>>[CH2:1]([CH2:2][CH2:3][CH3:4])[N:5]([CH2:6][CH2:7][c:8]1[cH:9][cH:10][c:11]([C:12]#[N:13])[cH:14][cH:15]1)[c:17]1[o:18][c:19]2[c:20]([n:21]1)[cH:22][cH:23][cH:24][cH:25]2. The reactants are CS(=O)(=O)O (methane sulfonic acid), COC(=O)C=1C=C(C2=C(S(CC3=C(O2)C(=CC(=C3)N3CCNCC3)Cl)(=O)=O)C1)C (4-chloro-6-methyl-10,10-dioxo-2-piperazin-1-yl-10,11-dihydro-5-oxa-10lambda*6*-thia-dibenzo[a,d]cycloheptene-8-carboxylic acid methyl ester), base. Solvent: CO (methanol), CO (methanol). Conditions: time 15 minute. Product: S(C)(=O)(=O)O.COC(=O)C=1C=C(C2=C(S(CC3=C(O2)C(=CC(=C3)N3CCNCC3)Cl)(=O)=O)C1)C (4-Chloro-6-methyl-10,10-dioxo-2-piperazin-1-yl-10,11-dihydro-5-oxa-10lambda*6*-thia-dibenzo[a,d]cycloheptene-8-carboxylic acid methyl ester mesylate). As a reaction SMILES: [CH3:1][S:2]([OH:5])(=[O:4])=[O:3].[CH3:6][O:7][C:8]([C:10]1[CH:11]=[C:12]([CH3:34])[C:13]2[O:19][C:18]3[C:20]([Cl:30])=[CH:21][C:22]([N:24]4[CH2:29][CH2:28][NH:27][CH2:26][CH2:25]4)=[CH:23][C:17]=3[CH2:16][S:15](=[O:32])(=[O:31])[C:14]=2[CH:33]=1)=[O:9]>CO>[S:2]([OH:5])(=[O:4])(=[O:3])[CH3:1].[CH3:6][O:7][C:8]([C:10]1[CH:11]=[C:12]([CH3:34])[C:13]2[O:19][C:18]3[C:20]([Cl:30])=[CH:21][C:22]([N:24]4[CH2:25][CH2:26][NH:27][CH2:28][CH2:29]4)=[CH:23][C:17]=3[CH2:16][S:15](=[O:31])(=[O:32])[C:14]=2[CH:33]=1)=[O:9] |f:3.4|. Procedure: A solution of methane sulfonic acid (0.023 mL, 0.3612 mmol) in methanol (1 mL) was added to a solution of 4-chloro-6-methyl-10,10-dioxo-2-piperazin-1-yl-10,11-dihydro-5-oxa-10lambda*6*-thia-dibenzo[a,d]cycloheptene-8-carboxylic acid methyl ester (free base of example 16, 0.15 g, 0.344 mmol) in methanol (10 mL) at 25° C. and stirred for 15 min. The resultant precipitate was filtered, washed using methanol and dried to obtain the title compound. Yield: 0.13 g, (71%); mp 279-281° C.; 1H NMR (CDCl3,... The reactants are [BH4-], CO, Cl, O=C1CCN(c2ccc(OC(F)(F)F)cc2)CC1, [Na+]. The product is OC1CCN(c2ccc(OC(F)(F)F)cc2)CC1. As a reaction SMILES: [BH4-:1].[CH3:22][OH:23].[ClH:21].[F:3][C:4]([O:5][c:6]1[cH:7][cH:8][c:9]([N:12]2[CH2:13][CH2:14][C:15](=[O:18])[CH2:16][CH2:17]2)[cH:10][cH:11]1)([F:19])[F:20].[Na+:2]>>[F:3][C:4]([O:5][c:6]1[cH:7][cH:8][c:9]([N:12]2[CH2:13][CH2:14][CH:15]([OH:18])[CH2:16][CH2:17]2)[cH:10][cH:11]1)([F:19])[F:20]. The reactants are O=C([O-])[O-], CC(C)(C)C(=O)OCI, CC(C)=O, [Cs+], [Cs+], O=C(OCc1ccccc1)N1CCC23CCCCC2C1Cc1ccc(O)cc13. Product: CC(C)(C)C(=O)OCOc1ccc2c(c1)C13CCCCC1C(C2)N(C(=O)OCc1ccccc1)CC3. Reaction SMILES: [C:29](=[O:30])([O-:31])[O-:32].[C:35]([C:36]([CH3:37])([CH3:38])[CH3:39])(=[O:40])[O:41][CH2:42][I:43].[CH3:44][C:45](=[O:46])[CH3:47].[Cs+:33].[Cs+:34].[OH:1][c:2]1[cH:3][cH:4][c:5]2[c:14]([cH:15]1)[C:13]13[CH:8]([CH:7]([CH2:6]2)[N:18]([C:19](=[O:20])[O:21][CH2:22][c:23]2[cH:24][cH:25][cH:26][cH:27][cH:28]2)[CH2:17][CH2:16]1)[CH2:9][CH2:10][CH2:11][CH2:12]3>>[O:1]([c:2]1[cH:3][cH:4][c:5]2[c:14]([cH:15]1)[C:13]13[CH:8]([CH:7]([CH2:6]2)[N:18]([C:19](=[O:20])[O:21][CH2:22][c:23]2[cH:24][cH:25][cH:26][cH:27][cH:28]2)[CH2:17][CH2:16]1)[CH2:9][CH2:10][CH2:11][CH2:12]3)[CH2:42][O:41][C:35]([C:36]([CH3:37])([CH3:38])[CH3:39])=[O:40]. The reactants are N(=O)[O-].[Na+] (sodium nitrite), BrC=1C=C(C(=NC1)NC)N (5-bromo-N*2*-methyl-pyridine-2,3-diamine), [OH-].[Na+] (NaOH). The solvent is O (water), Cl (HCl). Reaction conditions: temperature 0 celsius, time 75 minute. The product is BrC=1C=C2C(=NC1)N(N=N2)C (6-Bromo-3-methyl-3H-[1,2,3]triazolo[4,5-b]pyridine). Reaction SMILES: [Br:1][C:2]1[CH:3]=[C:4]([NH2:10])[C:5]([NH:8][CH3:9])=[N:6][CH:7]=1.[N:11]([O-])=O.[Na+].[OH-].[Na+]>Cl.O>[Br:1][C:2]1[CH:3]=[C:4]2[N:10]=[N:11][N:8]([CH3:9])[C:5]2=[N:6][CH:7]=1 |f:1.2,3.4|. Procedure details: To a solution of 5-bromo-N*2*-methyl-pyridine-2,3-diamine (Stage 67.1.4, 1.2 g, 5.94 mmol) in 2 M aqueous HCl (70 ml) cooled with an ice-bath was added a solution of sodium nitrite (Fluka, Buchs, Switzerland, 492 mg, 7.13 mmol) in water (10 ml). The reaction mixture was stirred at 0° C. for 1 h and at rt for 75 min then basified with 2 M aqueous NaOH (75 ml) and extracted with EtOAc. The organic layer was washed with brine, dried over Na2SO4, filtered and evaporated. The crude product was dry lo... The reactants are COc1cn(-c2cccc(Br)c2F)nc(-c2ccnn2-c2ccccc2)c1=O, C1COCCN1, C1COCCO1, [Na+], O=C([O-])O, O=C(C=Cc1ccccc1)C=Cc1ccccc1, O=C(C=Cc1ccccc1)C=Cc1ccccc1, O=C(C=Cc1ccccc1)C=Cc1ccccc1, [Pd], [Pd]. The product is COc1cn(-c2cccc(N3CCOCC3)c2F)nc(-c2ccnn2-c2ccccc2)c1=O. As a reaction SMILES: [Br:1][c:2]1[c:3]([F:28])[c:4](-[n:8]2[n:9][c:10](-[c:17]3[cH:18][cH:19][n:20][n:21]3-[c:22]3[cH:23][cH:24][cH:25][cH:26][cH:27]3)[c:11](=[O:16])[c:12]([O:14][CH3:15])[cH:13]2)[cH:5][cH:6][cH:7]1.[CH2:29]1[CH2:30][O:31][CH2:32][CH2:33][NH:34]1.[CH2:35]1[O:36][CH2:37][CH2:38][O:39][CH2:40]1.[Na+:45].[O-:41][C:42]([OH:43])=[O:44].[O:48]=[C:49]([CH:50]=[CH:51][c:52]1[cH:53][cH:54][cH:55][cH:56][cH:57]1)[CH:58]=[CH:59][c:60]1[cH:61][cH:62][cH:63][cH:64][cH:65]1.[O:66]=[C:67]([CH:68]=[CH:69][c:70]1[cH:71][cH:72][cH:73][cH:74][cH:75]1)[CH:76]=[CH:77][c:78]1[cH:79][cH:80][cH:81][cH:82][cH:83]1.[O:84]=[C:85]([CH:86]=[CH:87][c:88]1[cH:89][cH:90][cH:91][cH:92][cH:93]1)[CH:94]=[CH:95][c:96]1[cH:97][cH:98][cH:99][cH:100][cH:101]1.[Pd:46].[Pd:47]>>[c:2]1([N:34]2[CH2:29][CH2:30][O:31][CH2:32][CH2:33]2)[c:3]([F:28])[c:4](-[n:8]2[n:9][c:10](-[c:17]3[cH:18][cH:19][n:20][n:21]3-[c:22]3[cH:23][cH:24][cH:25][cH:26][cH:27]3)[c:11](=[O:16])[c:12]([O:14][CH3:15])[cH:13]2)[cH:5][cH:6][cH:7]1.